From a dataset of the Open Reaction Database (ORD), a public repository of structured organic reaction records. describe an organic reaction: reactants, conditions, products, and yield Reactants: Oc1ccc(Cc2cc(Br)ccc2F)cc1, CN(C)C=O, [H-], CCI, [Na+]. Yields the product CCOc1ccc(Cc2cc(Br)ccc2F)cc1. As a reaction SMILES: [Br:1][c:2]1[cH:3][cH:4][c:5]([F:16])[c:6]([CH2:7][c:8]2[cH:9][cH:10][c:11]([OH:14])[cH:12][cH:13]2)[cH:15]1.[CH3:22][N:23]([CH3:24])[CH:25]=[O:26].[H-:17].[I:19][CH2:20][CH3:21].[Na+:18]>>[Br:1][c:2]1[cH:3][cH:4][c:5]([F:16])[c:6]([CH2:7][c:8]2[cH:9][cH:10][c:11]([O:14][CH2:20][CH3:21])[cH:12][cH:13]2)[cH:15]1. Reactants: CC#N, CCCCCCCCI, [K+], [K+], O=C([O-])[O-], C1CC2(CCN1)OCCO2, O. The product is CCCCCCCCN1CCC2(CC1)OCCO2. Reaction SMILES: [CH3:17][C:18]#[N:19].[I:20][CH2:21][CH2:22][CH2:23][CH2:24][CH2:25][CH2:26][CH2:27][CH3:28].[K+:11].[K+:12].[O-:13][C:14]([O-:15])=[O:16].[O:1]1[CH2:2][CH2:3][O:4][C:5]12[CH2:6][CH2:7][NH:8][CH2:9][CH2:10]2.[OH2:29]>>[O:1]1[CH2:2][CH2:3][O:4][C:5]12[CH2:6][CH2:7][N:8]([CH2:21][CH2:22][CH2:23][CH2:24][CH2:25][CH2:26][CH2:27][CH3:28])[CH2:9][CH2:10]2. The reactants are B(Br)(Br)Br (Boron tribromide), C([O-])(O)=O.[Na+] (sodium bicarbonate), COC=1C=C(C=CC1)C1N(CCC1)CC1=CC=NC=C1 (2-(3-Methoxyphenyl)-1-(4-pyridinylmethyl)pyrrolidine), Cl (hydrochloric acid). Run in ClCCl (dichloromethane), ClCCl (dichloromethane). Conditions: temperature -78 celsius. Yields the product N1=CC=C(C=C1)CN1C(CCC1)C=1C=C(C=CC1)O (3-[1-(4-Pyridinylmethyl)-2-pyrrolidinyl]phenol). Yield: 29.6%. RXN SMILES: C[O:2][C:3]1[CH:4]=[C:5]([CH:9]2[CH2:13][CH2:12][CH2:11][N:10]2[CH2:14][C:15]2[CH:20]=[CH:19][N:18]=[CH:17][CH:16]=2)[CH:6]=[CH:7][CH:8]=1.B(Br)(Br)Br.Cl.C(=O)(O)[O-].[Na+]>ClCCl>[N:18]1[CH:19]=[CH:20][C:15]([CH2:14][N:10]2[CH2:11][CH2:12][CH2:13][CH:9]2[C:5]2[CH:4]=[C:3]([OH:2])[CH:8]=[CH:7][CH:6]=2)=[CH:16][CH:17]=1 |f:3.4|. Procedure: 2-(3-Methoxyphenyl)-1-(4-pyridinylmethyl)pyrrolidine (5.70 g) was dissolved in dry dichloromethane (66 ml) and cooled to -78° C., under nitrogen. Boron tribromide in dichloromethane (1.0M solution, 66.0 ml) was added dropwise, and the reaction mixture was allowed to warm to ambient temperature overnight. The mixture was acidified with 5% hydrochloric acid to pH of 2 and then basified with saturated sodium bicarbonate solution to pH of 8. The layers were separated, and the aqueous phase was extra... Starting materials: C(F)(F)(F)OC(F)(F)C(F)(F)CCI (CF3OCF2CF2CH2CH2I), CNC=O (N-methyl-formamide), crude product, O (water). Solvent: CCOCC (ether). Reaction conditions: temperature 150 celsius, time 15 minute. The product is C(F)(F)(F)OC(F)(F)C(F)(F)CCO (CF3OCF2CF2CH2CH2OH). Yield: 71.0%. RXN SMILES: [C:1]([O:5][C:6]([C:9]([CH2:12][CH2:13]I)([F:11])[F:10])([F:8])[F:7])([F:4])([F:3])[F:2].CNC=[O:18].O>CCOCC>[C:1]([O:5][C:6]([C:9]([CH2:12][CH2:13][OH:18])([F:11])[F:10])([F:8])[F:7])([F:4])([F:3])[F:2]. Procedure: A mixture of CF3OCF2CF2CH2CH2I, (92 g, 0.27 mol) and N-methyl-formamide (119 mL), was heated to 150° C. for 26 hours. Then the reaction was cooled to 100° C., followed by the addition of water to separate the crude ester. Ethyl alcohol (30 mL) and p-toluene sulfonic acid (1.03 g) were added to the crude ester, and the reaction was stirred at 70° C. for 15 minutes. Then ethyl formate and ethyl alcohol were distilled out to give a crude product. The crude product was dissolved in ether, washed wit... The reactants are ClC(Cl)Cl, S=C(Cl)Cl, [Na+], [OH-], O, O=C(Sc1ccccc1)c1ccc(O)cc1. The product is O=C(Sc1ccccc1)c1ccc(OC(=S)Cl)cc1. Reaction SMILES: [CH:24]([Cl:25])([Cl:26])[Cl:27].[Cl:19][C:20]([Cl:21])=[S:22].[Na+:2].[OH-:1].[OH2:23].[OH:3][c:4]1[cH:5][cH:6][c:7]([C:8](=[O:9])[S:10][c:11]2[cH:12][cH:13][cH:14][cH:15][cH:16]2)[cH:17][cH:18]1>>[O:3]([c:4]1[cH:5][cH:6][c:7]([C:8](=[O:9])[S:10][c:11]2[cH:12][cH:13][cH:14][cH:15][cH:16]2)[cH:17][cH:18]1)[C:20]([Cl:19])=[S:22]. Starting materials: CCCC[SnH](CCCC)CCCC, C1CCOC1, CC1(O)CC(=O)OC(C=Cc2ccccc2)C1(C)Br. Yields the product CC1C(C=Cc2ccccc2)OC(=O)CC1(C)O. Reaction SMILES: [CH2:20]([SnH:21]([CH2:22][CH2:23][CH2:24][CH3:25])[CH2:26][CH2:27][CH2:28][CH3:29])[CH2:30][CH2:31][CH3:32].[O:33]1[CH2:34][CH2:35][CH2:36][CH2:37]1.[OH:1][C:2]1([CH3:19])[CH2:3][C:4](=[O:5])[O:6][CH:7]([CH:11]=[CH:12][c:13]2[cH:14][cH:15][cH:16][cH:17][cH:18]2)[C:8]1([Br:9])[CH3:10]>>[OH:1][C:2]1([CH3:19])[CH2:3][C:4](=[O:5])[O:6][CH:7]([CH:11]=[CH:12][c:13]2[cH:14][cH:15][cH:16][cH:17][cH:18]2)[CH:8]1[CH3:10].